This data is from the Open Reaction Database (ORD), a public repository of structured organic reaction records. The task is: describe an organic reaction: reactants, conditions, products, and yield Starting materials: CC(=O)O[BH-](OC(C)=O)OC(C)=O, CCCCc1ccc(C#Cc2ccc(CNc3ccc(F)c(C(=O)OC)c3)cc2)cc1, CCCCCC=O, [Na+], O. Yields the product CCCCCCN(Cc1ccc(C#Cc2ccc(CCCC)cc2)cc1)c1ccc(F)c(C(=O)OC)c1. Reaction SMILES: [C:39]([O:40][BH-:41]([O:42][C:43](=[O:44])[CH3:45])[O:46][C:47](=[O:48])[CH3:49])(=[O:50])[CH3:51].[CH2:1]([CH2:2][CH2:3][CH3:4])[c:5]1[cH:6][cH:7][c:8]([C:11]#[C:12][c:13]2[cH:14][cH:15][c:16]([CH2:17][NH:18][c:19]3[cH:20][cH:21][c:22]([F:29])[c:23]([C:24](=[O:25])[O:26][CH3:27])[cH:28]3)[cH:30][cH:31]2)[cH:9][cH:10]1.[CH:32]([CH2:33][CH2:34][CH2:35][CH2:36][CH3:37])=[O:38].[Na+:52].[OH2:53]>>[CH2:1]([CH2:2][CH2:3][CH3:4])[c:5]1[cH:6][cH:7][c:8]([C:11]#[C:12][c:13]2[cH:14][cH:15][c:16]([CH2:17][N:18]([c:19]3[cH:20][cH:21][c:22]([F:29])[c:23]([C:24](=[O:25])[O:26][CH3:27])[cH:28]3)[CH2:32][CH2:33][CH2:34][CH2:35][CH2:36][CH3:37])[cH:30][cH:31]2)[cH:9][cH:10]1.